This data is from the Open Reaction Database (ORD), a public repository of structured organic reaction records. The task is: describe an organic reaction: reactants, conditions, products, and yield Starting materials: [OH-].[Na+] (sodium hydroxide), C1(=CC=CC=C1)CCCCC(=O)N(CCCC1=CC=CC=C1)CC(=O)OC (Methyl 2-(5-phenyl-N-(3-phenylpropyl)pentanamido)acetate), Cl (hydrogen chloride). Run in C(C)(=O)OCC (ethyl acetate), CO (methanol). Reaction conditions: time 2 hour. The product is C1(=CC=CC=C1)CCCCC(=O)N(CCCC1=CC=CC=C1)CC(=O)O (2-(5-phenyl-N-(3-phenylpropyl)pentanamido)acetic acid). The yield is 79.6%. As a reaction SMILES: [C:1]1([CH2:7][CH2:8][CH2:9][CH2:10][C:11]([N:13]([CH2:23][C:24]([O:26]C)=[O:25])[CH2:14][CH2:15][CH2:16][C:17]2[CH:22]=[CH:21][CH:20]=[CH:19][CH:18]=2)=[O:12])[CH:6]=[CH:5][CH:4]=[CH:3][CH:2]=1.[OH-].[Na+].Cl>CO.C(OCC)(=O)C>[C:1]1([CH2:7][CH2:8][CH2:9][CH2:10][C:11]([N:13]([CH2:23][C:24]([OH:26])=[O:25])[CH2:14][CH2:15][CH2:16][C:17]2[CH:18]=[CH:19][CH:20]=[CH:21][CH:22]=2)=[O:12])[CH:6]=[CH:5][CH:4]=[CH:3][CH:2]=1 |f:1.2|. Procedure: Methyl 2-(5-phenyl-N-(3-phenylpropyl)pentanamido)acetate (34.2 mg, 0.0931 mmol) was dissolved in 0.5 mL of methanol and then 100 μL of 20% aqueous sodium hydroxide solution was added. The reaction mixture was then stirred for 2 hours at room temperature. Upon completion of the reaction, the reaction solution was diluted with 3 mL of ethyl acetate and neutralized by adding 200 μL of 10% aqueous hydrogen chloride solution. After removing water with anhydrous magnesium sulfate and filtering out the... Isolated yield 69.2%. Procedure details: TFA (2 mL) was added to a solution of tert-butyl 4-(2-chloro-5-cyano-3-((7-cyano-4-(cyclopropyl(4-methoxybenzyl)amino)imidazo[2,1-f][1,2,4]triazin-2-yl)amino)phenyl)-3-oxopiperazine-1-carboxylate (85 mg, 0.127 mmol) in DCM (4 mL) and the reaction mixture was stirred at room temperature for 1 h. Solvent was evaporated and the crude was dried under vacuum for 10 min. The crude was dissolved in MeOH and neutralized with 7N ammonia in methanol. After stirring for 10 min it was concentrated and purif... The product is ClC1=C(C=C(C=C1N1C(CNCC1)=O)C#N)NC1=NN2C(C(=N1)N(CC1=CC=C(C=C1)OC)C1CC1)=NC=C2C#N (2-((2-chloro-5-cyano-3-(2-oxopiperazin-1-yl)phenyl)amino)-4-(cyclopropyl(4-methoxybenzyl)amino)imidazo[2,1-f][1,2,4]triazine-7-carbonitrile). Conditions: time 1 hour. As a reaction SMILES: C(O)(C(F)(F)F)=O.[Cl:8][C:9]1[C:14]([NH:15][C:16]2[N:21]=[C:20]([N:22]([CH:32]3[CH2:34][CH2:33]3)[CH2:23][C:24]3[CH:29]=[CH:28][C:27]([O:30][CH3:31])=[CH:26][CH:25]=3)[C:19]3=[N:35][CH:36]=[C:37]([C:38]#[N:39])[N:18]3[N:17]=2)=[CH:13][C:12]([C:40]#[N:41])=[CH:11][C:10]=1[N:42]1[CH2:47][CH2:46][N:45](C(OC(C)(C)C)=O)[CH2:44][C:43]1=[O:55]>C(Cl)Cl>[Cl:8][C:9]1[C:10]([N:42]2[CH2:47][CH2:46][NH:45][CH2:44][C:43]2=[O:55])=[CH:11][C:12]([C:40]#[N:41])=[CH:13][C:14]=1[NH:15][C:16]1[N:21]=[C:20]([N:22]([CH:32]2[CH2:33][CH2:34]2)[CH2:23][C:24]2[CH:29]=[CH:28][C:27]([O:30][CH3:31])=[CH:26][CH:25]=2)[C:19]2=[N:35][CH:36]=[C:37]([C:38]#[N:39])[N:18]2[N:17]=1. Run in C(Cl)Cl (DCM). Starting materials: C(=O)(C(F)(F)F)O (TFA), ClC1=C(C=C(C=C1NC1=NN2C(C(=N1)N(CC1=CC=C(C=C1)OC)C1CC1)=NC=C2C#N)C#N)N2C(CN(CC2)C(=O)OC(C)(C)C)=O (tert-butyl 4-(2-chloro-5-cyano-3-((7-cyano-4-(cyclopropyl(4-methoxybenzyl)amino)imidazo[2,1-f][1,2,4]triazin-2-yl)amino)phenyl)-3-oxopiperazine-1-carboxylate). Starting materials: C=C(C)C1NC(=O)CC(c2cccc(Cl)c2)C12C(=O)Nc1cc(Br)ccc12, Cc1ccccc1, OB(O)C1CC1, [K+], [K+], [K+], O, O=P([O-])([O-])[O-], c1ccc(P(c2ccccc2)(c2ccccc2)[Pd](P(c2ccccc2)(c2ccccc2)c2ccccc2)(P(c2ccccc2)(c2ccccc2)c2ccccc2)P(c2ccccc2)(c2ccccc2)c2ccccc2)cc1. Yields the product C=C(C)C1NC(=O)CC(c2cccc(Cl)c2)C12C(=O)Nc1cc(C3CC3)ccc12. RXN SMILES: [Br:1][c:2]1[cH:3][cH:4][c:5]2[c:9]([cH:10]1)[NH:8][C:7](=[O:11])[C:6]21[CH:12]([C:25](=[CH2:26])[CH3:27])[NH:13][C:14](=[O:24])[CH2:15][CH:16]1[c:17]1[cH:18][c:19]([Cl:23])[cH:20][cH:21][cH:22]1.[CH3:43][c:44]1[cH:45][cH:46][cH:47][cH:48][cH:49]1.[CH:29]1([B:32]([OH:33])[OH:34])[CH2:30][CH2:31]1.[K+:40].[K+:41].[K+:42].[OH2:28].[P:35]([O-:36])([O-:37])([O-:38])=[O:39].[cH:50]1[cH:51][cH:52][c:53]([P:54]([Pd:55]([P:56]([c:57]2[cH:58][cH:59][cH:60][cH:61][cH:62]2)([c:63]2[cH:64][cH:65][cH:66][cH:67][cH:68]2)[c:69]2[cH:70][cH:71][cH:72][cH:73][cH:74]2)([P:75]([c:76]2[cH:77][cH:78][cH:79][cH:80][cH:81]2)([c:82]2[cH:83][cH:84][cH:85][cH:86][cH:87]2)[c:88]2[cH:89][cH:90][cH:91][cH:92][cH:93]2)[P:94]([c:95]2[cH:96][cH:97][cH:98][cH:99][cH:100]2)([c:101]2[cH:102][cH:103][cH:104][cH:105][cH:106]2)[c:107]2[cH:108][cH:109][cH:110][cH:111][cH:112]2)([c:113]2[cH:114][cH:115][cH:116][cH:117][cH:118]2)[c:119]2[cH:120][cH:121][cH:122][cH:123][cH:124]2)[cH:125][cH:126]1>>[c:2]1([CH:29]2[CH2:30][CH2:31]2)[cH:3][cH:4][c:5]2[c:9]([cH:10]1)[NH:8][C:7](=[O:11])[C:6]21[CH:12]([C:25](=[CH2:26])[CH3:27])[NH:13][C:14](=[O:24])[CH2:15][CH:16]1[c:17]1[cH:18][c:19]([Cl:23])[cH:20][cH:21][cH:22]1. Starting materials: ClCCl (dichloromethane), CC1C(NC2=C(C(=N1)C1=C(C=CC=C1)Cl)C1=C(S2)CN(CC1)C(=O)OCCC#C)=O (3-methyl-5-(2-chlorophenyl)-8-(3-butynyloxycarbonyl)-6,7,8,9-tetrahydro-1H,3H-pyrido[4',3':4,5]thieno[3,2-f][1,4]diazepin-2-one), C(O)([O-])=O.[Na+] (sodium hydrogencarbonate), P12(=S)SP3(=S)SP(=S)(S1)SP(=S)(S2)S3 (phosphorus pentasulfide). Solvent: CO (methanol), C(OC)COC (dimethoxyethane). Reaction conditions: temperature 80 celsius. The product is CC1C(NC2=C(C(=N1)C1=C(C=CC=C1)Cl)C1=C(S2)CN(CC1)C(=O)OCCC#C)=S (3-Methyl-5-(2-chlorophenyl)-8-(3-butynyloxycarbonyl)-6,7,8,9-tetrahydro-1H,3H-pyrido[4',3':4,5]thieno[3,2-f][1,4]diazepin-2-thione). Isolated yield 68.9%. RXN SMILES: [CH3:1][CH:2]1[N:8]=[C:7]([C:9]2[CH:14]=[CH:13][CH:12]=[CH:11][C:10]=2[Cl:15])[C:6]2[C:16]3[CH2:22][CH2:21][N:20]([C:23]([O:25][CH2:26][CH2:27][C:28]#[CH:29])=[O:24])[CH2:19][C:17]=3[S:18][C:5]=2[NH:4][C:3]1=O.C(=O)([O-])O.[Na+].P12(SP3(SP(SP(S3)(S1)=S)(=S)S2)=S)=[S:37].ClCCl>C(COC)OC.CO>[CH3:1][CH:2]1[N:8]=[C:7]([C:9]2[CH:14]=[CH:13][CH:12]=[CH:11][C:10]=2[Cl:15])[C:6]2[C:16]3[CH2:22][CH2:21][N:20]([C:23]([O:25][CH2:26][CH2:27][C:28]#[CH:29])=[O:24])[CH2:19][C:17]=3[S:18][C:5]=2[NH:4][C:3]1=[S:37] |f:1.2|. Reported procedure: 0.21 g of 3-methyl-5-(2-chlorophenyl)-8-(3-butynyloxycarbonyl)-6,7,8,9-tetrahydro-1H,3H-pyrido[4',3':4,5]thieno[3,2-f][1,4]diazepin-2-one was dissolved in 10 ml of dimethoxyethane, to which 0.11 g of sodium hydrogencarbonate and 0.22 g of phosphorus pentasulfide were added, followed by heating at 80° C. for 3 hours. After completion of the reaction, dichloromethane and methanol were added, and the mixture was filtered, followed by addition of silica gel to the resultant filtrate and evaporating ... The reactants are BrC=1C=C(C=CC1C#N)N[C@@H](C(=O)N)CC(C)C ((R)-2-(3-bromo-4-cyanophenylamino)-4-methylpentanamide), NC1=NOC(=C1)C (3-amino-5-methylisoxazole), C=1C=CC(=CC1)P(C=2C=CC=CC2)C3=CC=C4C=CC=CC4=C3C5=C6C=CC=CC6=CC=C5P(C=7C=CC=CC7)C=8C=CC=CC8 (BINAP), C(=O)([O-])[O-].[K+].[K+] (K2CO3). The reagents and catalysts are CC(=O)[O-].CC(=O)[O-].[Pd+2] (Pd(OAc)2). The solvent is O1CCOCC1 (dioxane). Reaction conditions: time 18 hour. Product: C(#N)C1=C(C=C(C=C1)N[C@@H](C(=O)N)CC(C)C)NC1=NOC(=C1)C ((R)-2-(4-cyano-3-(5-methylisoxazol-3-ylamino)phenylamino)-4-methylpentanamide). The yield is 19.7%. RXN SMILES: Br[C:2]1[CH:3]=[C:4]([NH:10][C@H:11]([CH2:15][CH:16]([CH3:18])[CH3:17])[C:12]([NH2:14])=[O:13])[CH:5]=[CH:6][C:7]=1[C:8]#[N:9].[NH2:19][C:20]1[CH:24]=[C:23]([CH3:25])[O:22][N:21]=1.C1C=CC(P(C2C(C3C(P(C4C=CC=CC=4)C4C=CC=CC=4)=CC=C4C=3C=CC=C4)=C3C(C=CC=C3)=CC=2)C2C=CC=CC=2)=CC=1.C([O-])([O-])=O.[K+].[K+]>O1CCOCC1.CC([O-])=O.CC([O-])=O.[Pd+2]>[C:8]([C:7]1[CH:6]=[CH:5][C:4]([NH:10][C@H:11]([CH2:15][CH:16]([CH3:18])[CH3:17])[C:12]([NH2:14])=[O:13])=[CH:3][C:2]=1[NH:19][C:20]1[CH:24]=[C:23]([CH3:25])[O:22][N:21]=1)#[N:9] |f:3.4.5,7.8.9|. Procedure details: A mixture of (R)-2-(3-bromo-4-cyanophenylamino)-4-methylpentanamide (120 mg, 0.387 mmol), 3-amino-5-methylisoxazole (60 mg, 0.612 mmol), BINAP (40 mg, 0.064 mmol), Pd(OAc)2 (30 mg, 0.13 mmol) and K2CO3 (150 mg, 1.08 mmol) in dioxane (3 mL) was degassed with Ar, then was stirred at 120 C for 18 h. The mixture was concentrated in vacuo. The residue was purified by HPLC to give (R)-2-(4-cyano-3-(5-methylisoxazol-3-ylamino)phenylamino)-4-methylpentanamide (25 mg). Reactants: [Na] (Sodium), COCCO (2-methoxyethanol), BrCC(=O)[O-].[K+] (potassium bromoacetate). Run at time 19 hour. The product is COCCOCC(=O)O (2-methoxyethoxyacetic acid). Yield: 70.5%. Reaction SMILES: [Na].Br[CH2:3][C:4]([O-:6])=[O:5].[K+].[CH3:8][O:9][CH2:10][CH2:11][OH:12]>>[CH3:8][O:9][CH2:10][CH2:11][O:12][CH2:3][C:4]([OH:6])=[O:5] |f:1.2,^1:0|. Procedure: Sodium (1.15 g.; 50.0 mmoles) was dissolved in 2-methoxyethanol (50 ml.; anhydrous) under N2 at room temperature. The temperature rose to 110° over about a 30 minute period. The pale yellow mixture was cooled to room temperature and to this was added powdered potassium bromoacetate (8.85 g.; 50.0 mmoles) under vigorous stirring. The mixture (suspension) was stirred at room temperature overnight (19 hrs.) under N2. The excess of methoxyethanol was removed in vacuo and the residue diluted with H2O... Starting materials: [BH4-], CC(C)(C)COC1CN(C(=O)OC(C)(C)C)C(C(O)C(Cc2cc(F)cc(Cl)c2)[N+](=O)[O-])CO1, CO, Cl[Ni]Cl, [Na+]. Product: CC(C)(C)COC1CN(C(=O)OC(C)(C)C)C(C(O)C(N)Cc2cc(F)cc(Cl)c2)CO1. Reaction SMILES: [BH4-:35].[C:1]([CH3:2])([CH3:3])([CH3:4])[O:5][C:6](=[O:7])[N:8]1[CH2:9][CH:10]([O:29][CH2:30][C:31]([CH3:32])([CH3:33])[CH3:34])[O:11][CH2:12][CH:13]1[CH:14]([CH:15]([CH2:16][c:17]1[cH:18][c:19]([Cl:24])[cH:20][c:21]([F:23])[cH:22]1)[N+:25]([O-:26])=[O:27])[OH:28].[CH3:37][OH:38].[Cl:39][Ni:40][Cl:41].[Na+:36]>>[C:1]([CH3:2])([CH3:3])([CH3:4])[O:5][C:6](=[O:7])[N:8]1[CH2:9][CH:10]([O:29][CH2:30][C:31]([CH3:32])([CH3:33])[CH3:34])[O:11][CH2:12][CH:13]1[CH:14]([CH:15]([CH2:16][c:17]1[cH:18][c:19]([Cl:24])[cH:20][c:21]([F:23])[cH:22]1)[NH2:25])[OH:28].